Task: describe an organic reaction: reactants, conditions, products, and yield. Dataset: the Open Reaction Database (ORD), a public repository of structured organic reaction records Isolated yield 49.3%. Reactants: ice, O (water), FC=1C=C(C=CC1)C(=O)C1=C(C=CC=C1)NC1=NC=CC=C1[N+](=O)[O-] ((3-fluorophenyl)[2-[(3-nitro-2-pyridinyl)amino]phenyl]methanone). Procedure: Under an atmosphere of nitrogen, 30 g of titanium trichloride was added portionwise (cautiously) with stirring to 200 ml of ice. The resulting solution was added all at once to a stirred solution of 10.0 g (0.0297 mole) of (3-fluorophenyl)[2-[(3-nitro-2-pyridinyl)amino]phenyl]methanone in 150 ml of acetic acid: ethanol (1:1) and 150 ml of acetic acid: water (1:1). After 30 min stirring, the reaction mixture was poured into one liter of water. The mixture was filtered and the resulting filter-cak... Reagents/catalysts: [Cl-].[Cl-].[Cl-].[Ti+3] (titanium trichloride). The product is NC=1C(=NC=CC1)NC1=C(C=CC=C1)C(=O)C1=CC(=CC=C1)F ([2-[(3-Amino-2-pyridinyl)amino]phenyl](3-fluorophenyl)methanone). RXN SMILES: [F:1][C:2]1[CH:3]=[C:4]([C:8]([C:10]2[CH:15]=[CH:14][CH:13]=[CH:12][C:11]=2[NH:16][C:17]2[C:22]([N+:23]([O-])=O)=[CH:21][CH:20]=[CH:19][N:18]=2)=[O:9])[CH:5]=[CH:6][CH:7]=1.O>C(O)(=O)C.C(O)C.C(O)(=O)C.O.[Cl-].[Cl-].[Cl-].[Ti+3]>[NH2:23][C:22]1[C:17]([NH:16][C:11]2[CH:12]=[CH:13][CH:14]=[CH:15][C:10]=2[C:8]([C:4]2[CH:5]=[CH:6][CH:7]=[C:2]([F:1])[CH:3]=2)=[O:9])=[N:18][CH:19]=[CH:20][CH:21]=1 |f:2.3,4.5,6.7.8.9|. Run in C(C)(=O)O.C(C)O (acetic acid ethanol), C(C)(=O)O.O (acetic acid water). Reaction conditions: time 30 minute. Starting materials: above compound, O (water), [OH-].[K+] (potassium hydroxide), CCCCCCCCCCCCCCC[C@H]([C@H](CO)N)O (dihydrosphingosine). RXN SMILES: O.[OH-].[K+].[CH3:4][CH2:5][CH2:6][CH2:7][CH2:8][CH2:9][CH2:10][CH2:11][CH2:12][CH2:13][CH2:14][CH2:15][CH2:16][CH2:17][CH2:18][C@@H:19]([OH:24])[C@@H:20]([NH2:23])[CH2:21][OH:22]>CO>[NH2:23][CH:20]([CH:19]([OH:24])[CH2:18][CH2:17][CH2:16][CH2:15][CH2:14][CH2:13][CH2:12][CH2:11][CH2:10][CH2:9][CH2:8][CH2:7][CH2:6][CH2:5][CH3:4])[CH2:21][OH:22] |f:1.2|. Procedure: 158 g of the above compound are dissolved in 1054 cm3 of methanol including 10% of water containing 129.1 g of potassium hydroxide. The reaction medium is brought to reflux for 6 hours and then filtered through paper while hot. The filtrate is made up with 300 cm3 of water and left at 4° C. overnight. The solid formed is isolated by filtration on a glass sinter. 145 g of 2-amino-3-hydroxyoctadecanol or dihydrosphingosine are thereby obtained in pure erythro form. Solvent: CO (methanol). Product: NC(CO)C(CCCCCCCCCCCCCCC)O (2-amino-3-hydroxyoctadecanol). Run at time 8 hour. Reactants: OC=1C=CC2=C(C(N=C(S2)C2=NC=CC=C2)=O)C1 (6-hydroxy-2-(2-pyridyl)-4H-1,3-benzothiazine-4-one), BrCCCCCCO (6-bromohexanol), C([O-])([O-])=O.[K+].[K+] (potassium carbonate), CN(C)C=O (DMF). Solvent: O (water). Conditions: time 24 hour. Product: OCCCCCCOC=1C=CC2=C(C(N=C(S2)C2=NC=CC=C2)=O)C1 (6-(6-Hydroxyhexyloxy)-2-(2-pyridyl)-4H-1,3-benzothiazine-4-one). Isolated yield 95.0%. Reaction SMILES: [OH:1][C:2]1[CH:3]=[CH:4][C:5]2[S:10][C:9]([C:11]3[CH:16]=[CH:15][CH:14]=[CH:13][N:12]=3)=[N:8][C:7](=[O:17])[C:6]=2[CH:18]=1.Br[CH2:20][CH2:21][CH2:22][CH2:23][CH2:24][CH2:25][OH:26].C(=O)([O-])[O-].[K+].[K+].CN(C=O)C>O>[OH:26][CH2:25][CH2:24][CH2:23][CH2:22][CH2:21][CH2:20][O:1][C:2]1[CH:3]=[CH:4][C:5]2[S:10][C:9]([C:11]3[CH:16]=[CH:15][CH:14]=[CH:13][N:12]=3)=[N:8][C:7](=[O:17])[C:6]=2[CH:18]=1 |f:2.3.4|. Procedure details: A mixture of 6-hydroxy-2-(2-pyridyl)-4H-1,3-benzothiazine-4-one (0.35 g, 1.3 mmol), 6-bromohexanol (1.28 g, 7.0 mmol) and potassium carbonate (0.38 g, 2.7 mmol) and DMF (10 ml) was stirred at room temperature for 24 hrs. The reaction mixture was diluted with water and extracted with ethyl acetate. The extract was washed with water and dried. The solvent was evaporated under reduced pressure. The obtained crystals were recrystallized from tetrahydrofuran-hexane to give the titled compound (0.44 g...